From a dataset of the Open Reaction Database (ORD), a public repository of structured organic reaction records. describe an organic reaction: reactants, conditions, products, and yield The reactants are CC(C)(C)[Si](C)(C)OCCCCC#CCO, CC(=O)OC(C)=O, c1ccncc1. Yields the product CC(=O)OCC#CCCCCO[Si](C)(C)C(C)(C)C. As a reaction SMILES: [C:1]([CH3:2])([CH3:3])([CH3:4])[Si:5]([O:6][CH2:7][CH2:8][CH2:9][CH2:10][C:11]#[C:12][CH2:13][OH:14])([CH3:15])[CH3:16].[CH3:17][C:18](=[O:19])[O:20][C:21](=[O:22])[CH3:23].[cH:24]1[cH:25][cH:26][n:27][cH:28][cH:29]1>>[C:1]([CH3:2])([CH3:3])([CH3:4])[Si:5]([O:6][CH2:7][CH2:8][CH2:9][CH2:10][C:11]#[C:12][CH2:13][O:14][C:18]([CH3:17])=[O:19])([CH3:15])[CH3:16]. Starting materials: BrC(C(CCO)(F)Cl)(F)F (4-bromo-3-chloro-3,4,4-trifluorobutanol), CC(=O)C.OS(=O)(=O)O.O=[Cr](=O)=O (Jones reagent), C(C)(C)O (i-propanol), ice water. Run in CC(=O)C (acetone), C(Cl)Cl (methylene chloride). Product: BrC(C(CC(=O)O)(F)Cl)(F)F (4-bromo-3-chloro-3,4,4-trifiuorobutanoic acid). Yield: 85.0%. Reaction SMILES: [Br:1][C:2]([F:10])([F:9])[C:3]([Cl:8])([F:7])[CH2:4][CH2:5][OH:6].CC(C)=[O:13].OS(O)(=O)=O.O=[Cr](=O)=O.C(O)(C)C>CC(C)=O.C(Cl)Cl>[Br:1][C:2]([F:10])([F:9])[C:3]([Cl:8])([F:7])[CH2:4][C:5]([OH:13])=[O:6] |f:1.2.3|. Reported procedure: A solution of 4-bromo-3-chloro-3,4,4-trifluorobutanol (IX) (2.41 g, 10 mmol) in acetone (35 mL) was treated with Jones reagent (7.5 mL) in 10 min with stirring and cooling (ice-water bath). The mixture was then stirred at room temperature for 30 min and 0.5 mL of i-propanol was then added. The precipitated salts were removed by filtration, washed with acetone. The residue obtained after concentration of the flitrate was dissolved in methylene chloride (100 mL), washed with 1N HCl (50 mL), brine,... The reactants are C, CCn1c(=O)n(-c2ccc(OCc3ccccc3)cc2)c2ncccc21, CCO, [Pd]. Yields the product CCn1c(=O)n(-c2ccc(O)cc2)c2ncccc21. RXN SMILES: [C:30].[CH2:1]([c:2]1[cH:3][cH:4][cH:5][cH:6][cH:7]1)[O:8][c:9]1[cH:10][cH:11][c:12](-[n:15]2[c:16](=[O:26])[n:17]([CH2:24][CH3:25])[c:18]3[c:19]2[n:20][cH:21][cH:22][cH:23]3)[cH:13][cH:14]1.[CH3:27][CH2:28][OH:29].[Pd:31]>>[OH:8][c:9]1[cH:10][cH:11][c:12](-[n:15]2[c:16](=[O:26])[n:17]([CH2:24][CH3:25])[c:18]3[c:19]2[n:20][cH:21][cH:22][cH:23]3)[cH:13][cH:14]1. The reactants are NCc1ccccc1, CN(C)c1ccc2nc(N)c(C#N)c(Cl)c2c1, O. Yields the product CN(C)c1ccc2nc(N)c(C#N)c(N=Cc3ccccc3)c2c1. RXN SMILES: [NH2:18][CH2:19][c:20]1[cH:21][cH:22][cH:23][cH:24][cH:25]1.[NH2:1][c:2]1[n:3][c:4]2[cH:5][cH:6][c:7]([N:15]([CH3:16])[CH3:17])[cH:8][c:9]2[c:10]([Cl:14])[c:11]1[C:12]#[N:13].[OH2:26]>>[NH2:1][c:2]1[n:3][c:4]2[cH:5][cH:6][c:7]([N:15]([CH3:16])[CH3:17])[cH:8][c:9]2[c:10]([N:18]=[CH:19][c:20]2[cH:21][cH:22][cH:23][cH:24][cH:25]2)[c:11]1[C:12]#[N:13]. Starting materials: COC(=O)[C@H]1N(C[C@@H](C1)S(=O)(=O)C)C=1N(N=C(C1)C)CC(F)(F)F ((2S,4R)-4-methanesulfonyl-1-[5-methyl-2-(2,2,2-trifluoro-ethyl)-2H-pyrazol-3-yl]-pyrrolidine-2-carboxylic acid methyl ester), [OH-].[Li+] (lithium hydroxide). Product: CS(=O)(=O)[C@@H]1C[C@H](N(C1)C=1N(N=C(C1)C)CC(F)(F)F)C(=O)O ((2S,4R)-4-Methanesulfonyl-1-[5-methyl-2-(2,2,2-trifluoro-ethyl)-2H-pyrazol-3-yl]-pyrrolidine-2-carboxylic acid). RXN SMILES: C[O:2][C:3]([C@@H:5]1[CH2:9][C@@H:8]([S:10]([CH3:13])(=[O:12])=[O:11])[CH2:7][N:6]1[C:14]1[N:15]([CH2:20][C:21]([F:24])([F:23])[F:22])[N:16]=[C:17]([CH3:19])[CH:18]=1)=[O:4].[OH-].[Li+]>>[CH3:13][S:10]([C@H:8]1[CH2:7][N:6]([C:14]2[N:15]([CH2:20][C:21]([F:24])([F:22])[F:23])[N:16]=[C:17]([CH3:19])[CH:18]=2)[C@H:5]([C:3]([OH:4])=[O:2])[CH2:9]1)(=[O:11])=[O:12] |f:1.2|. Procedure details: In analogy to the procedure described in example 253e, (2S,4R)-4-methanesulfonyl-1-[5-methyl-2-(2,2,2-trifluoro-ethyl)-2H-pyrazol-3-yl]-pyrrolidine-2-carboxylic acid methyl ester was saponified in the presence of lithium hydroxide to give the title compound which was used in the next step without further purification. MS (ESI): m/z=356.3 [M+H]+. Reactants: ClC=1C=C(CN)C=CC1OC (3-chloro-4-methoxybenzylamine), ClC=1N=C(C2=C(N1)SC=C2C)Cl (2,4-dichloro-5-methyl-thieno-[2,3-d]-pyrimidine). The product is ClC=1N=C(C2=C(N1)SC=C2C)NCC2=CC(=C(C=C2)OC)Cl (2-chloro-5-methyl-4-(3-chloro-4-methoxybenzylamino)-thieno-[2,3-d]-pyrimidine). As a reaction SMILES: [Cl:1][C:2]1[CH:3]=[C:4]([CH:7]=[CH:8][C:9]=1[O:10][CH3:11])[CH2:5][NH2:6].[Cl:12][C:13]1[N:14]=[C:15](Cl)[C:16]2[C:21]([CH3:22])=[CH:20][S:19][C:17]=2[N:18]=1>>[Cl:12][C:13]1[N:14]=[C:15]([NH:6][CH2:5][C:4]2[CH:7]=[CH:8][C:9]([O:10][CH3:11])=[C:2]([Cl:1])[CH:3]=2)[C:16]2[C:21]([CH3:22])=[CH:20][S:19][C:17]=2[N:18]=1. Procedure: Following the procedure of Example 1, the reaction of 3-chloro-4-methoxybenzylamine with 2,4-dichloro-5-methyl-thieno-[2,3-d]-pyrimidine yields 2-chloro-5-methyl-4-(3-chloro-4-methoxybenzylamino)-thieno-[2,3-d]-pyrimidine The reactants are C=Cc1ncnc2c1ncn2C1OC(COS(=O)(=O)NC(c2ccccc2)(c2ccccc2)c2ccccc2)C2OC(C)(C)OC21, CO, [H][H]. Product: CCc1ncnc2c1ncn2C1OC(COS(=O)(=O)NC(c2ccccc2)(c2ccccc2)c2ccccc2)C2OC(C)(C)OC21. As a reaction SMILES: [C:1]([c:2]1[cH:3][cH:4][cH:5][cH:6][cH:7]1)([c:8]1[cH:9][cH:10][cH:11][cH:12][cH:13]1)([c:14]1[cH:15][cH:16][cH:17][cH:18][cH:19]1)[NH:20][S:21]([O:22][CH2:23][CH:24]1[O:25][CH:26]([n:34]2[c:35]3[n:36][cH:37][n:38][c:39]([CH:43]=[CH2:44])[c:40]3[n:41][cH:42]2)[CH:27]2[O:28][C:29]([CH3:32])([CH3:33])[O:30][CH:31]12)(=[O:45])=[O:46].[CH3:49][OH:50].[H:47][H:48]>>[C:1]([c:2]1[cH:3][cH:4][cH:5][cH:6][cH:7]1)([c:8]1[cH:9][cH:10][cH:11][cH:12][cH:13]1)([c:14]1[cH:15][cH:16][cH:17][cH:18][cH:19]1)[NH:20][S:21]([O:22][CH2:23][CH:24]1[O:25][CH:26]([n:34]2[c:35]3[n:36][cH:37][n:38][c:39]([CH2:43][CH3:44])[c:40]3[n:41][cH:42]2)[CH:27]2[O:28][C:29]([CH3:32])([CH3:33])[O:30][CH:31]12)(=[O:45])=[O:46]. Starting materials: CCO, CCOC(=O)CCNC(=O)c1ccc(NC(c2sc3cnccc3c2C)C2CCCCC2)cc1, [Na+], C1CCOC1, [OH-]. Product: Cc1c(C(Nc2ccc(C(=O)NCCC(=O)O)cc2)C2CCCCC2)sc2cnccc12. Reaction SMILES: [CH3:42][CH2:43][OH:44].[CH:1]1([CH:7]([c:8]2[c:9]([CH3:17])[c:10]3[c:11]([cH:12][n:13][cH:14][cH:15]3)[s:16]2)[NH:18][c:19]2[cH:20][cH:21][c:22]([C:25](=[O:26])[NH:27][CH2:28][CH2:29][C:30](=[O:31])[O:32][CH2:33][CH3:34])[cH:23][cH:24]2)[CH2:2][CH2:3][CH2:4][CH2:5][CH2:6]1.[Na+:41].[O:35]1[CH2:36][CH2:37][CH2:38][CH2:39]1.[OH-:40]>>[CH:1]1([CH:7]([c:8]2[c:9]([CH3:17])[c:10]3[c:11]([cH:12][n:13][cH:14][cH:15]3)[s:16]2)[NH:18][c:19]2[cH:20][cH:21][c:22]([C:25](=[O:26])[NH:27][CH2:28][CH2:29][C:30](=[O:31])[OH:32])[cH:23][cH:24]2)[CH2:2][CH2:3][CH2:4][CH2:5][CH2:6]1. Reactants: CC=1C(=NC=C(C1)C)N1CCN(CC1)C(=O)C1=CC=C(C=C1)NS(=O)(=O)C (N-{4-[4-(3,5-dimethylpyridin-2-yl)piperazine-1-carbonyl]phenyl}methanesulfonamide), CI (methyl iodide). The product is CC=1C(=NC=C(C1)C)N1CCN(CC1)C(=O)C1=CC=C(C=C1)N(S(=O)(=O)C)C (N-{4-[4-(3,5-dimethylpyridin-2-yl)piperazine-1-carbonyl]phenyl}-N-methylmethanesulfonamide). As a reaction SMILES: [CH3:1][C:2]1[C:3]([N:9]2[CH2:14][CH2:13][N:12]([C:15]([C:17]3[CH:22]=[CH:21][C:20]([NH:23][S:24]([CH3:27])(=[O:26])=[O:25])=[CH:19][CH:18]=3)=[O:16])[CH2:11][CH2:10]2)=[N:4][CH:5]=[C:6]([CH3:8])[CH:7]=1.[CH3:28]I>>[CH3:1][C:2]1[C:3]([N:9]2[CH2:14][CH2:13][N:12]([C:15]([C:17]3[CH:22]=[CH:21][C:20]([N:23]([CH3:28])[S:24]([CH3:27])(=[O:26])=[O:25])=[CH:19][CH:18]=3)=[O:16])[CH2:11][CH2:10]2)=[N:4][CH:5]=[C:6]([CH3:8])[CH:7]=1. Procedure: Using N-{4-[4-(3,5-dimethylpyridin-2-yl)piperazine-1-carbonyl]phenyl}methanesulfonamide (259.2 mg) described in Example 465 and methyl iodide (65 μL) and by the reaction and treatment in the same manner as in Example 36, the title compound (187 mg) was obtained.